Dataset: the Open Reaction Database (ORD), a public repository of structured organic reaction records. Task: describe an organic reaction: reactants, conditions, products, and yield Starting materials: BrC(C(C(F)(F)F)=O)=COCC (3-bromo-4-ethoxy-1,1,1-trifluorobut-3-en-2-one), ClC1=C(C(=CC(=C1)Cl)Cl)NN (2,4,6-trichlorophenyl-hydrazine), Br (hydrogen bromide). Solvent: C(C)O (ethanol). Yields the product BrC=1C(=NN(C1)C1=C(C=C(C=C1Cl)Cl)Cl)C(F)(F)F (4-bromo-1-(2,4,6-trichloro-phenyl)-3-trifluoromethylpyrazole). Isolated yield 30.4%. As a reaction SMILES: [Br:1][C:2](=[CH:9]OCC)[C:3](=O)[C:4]([F:7])([F:6])[F:5].[Cl:13][C:14]1[CH:19]=[C:18]([Cl:20])[CH:17]=[C:16]([Cl:21])[C:15]=1[NH:22][NH2:23].Br>C(O)C>[Br:1][C:2]1[C:3]([C:4]([F:5])([F:6])[F:7])=[N:23][N:22]([C:15]2[C:16]([Cl:21])=[CH:17][C:18]([Cl:20])=[CH:19][C:14]=2[Cl:13])[CH:9]=1. Procedure details: 2.3 g (0.01 mole) of 3-bromo-4-ethoxy-1,1,1-trifluorobut-3-en-2-one are added to a solution of 4.2 g (0.02 mol) of 2,4,6-trichlorophenyl-hydrazine in 100 ml of ethanol which contains 0.01 mole hydrogen bromide. The mixture is refluxed for 5 hours and then concentrated under reduced pressure, and ice water is added to the residue. Extraction with dichloromethane, washing with saturated sodium chloride solution until neutral, clarification over anhydrous sodium sulphate and concentration gives 4.6... Reactants: CCOP(=O)(C#N)OCC, NC1CC1, Cn1cc(C(=O)O)cc1-c1c2c(=O)n(C)c(=O)n(CC3CC3)c2nn1Cc1ccnc2ccc(Cl)cc12. Product: Cn1cc(C(=O)NC2CC2)cc1-c1c2c(=O)n(C)c(=O)n(CC3CC3)c2nn1Cc1ccnc2ccc(Cl)cc12. RXN SMILES: [C:42]([P:43](=[O:44])([O:45][CH2:46][CH3:47])[O:48][CH2:49][CH3:50])#[N:51].[CH:38]1([NH2:41])[CH2:39][CH2:40]1.[Cl:1][c:2]1[cH:3][c:4]2[c:5]([CH2:12][n:13]3[n:14][c:15]4[n:16]([CH2:34][CH:35]5[CH2:36][CH2:37]5)[c:17](=[O:33])[n:18]([CH3:32])[c:19](=[O:31])[c:20]4[c:21]3-[c:22]3[cH:23][c:24]([C:28](=[O:29])[OH:30])[cH:25][n:26]3[CH3:27])[cH:6][cH:7][n:8][c:9]2[cH:10][cH:11]1>>[Cl:1][c:2]1[cH:3][c:4]2[c:5]([CH2:12][n:13]3[n:14][c:15]4[n:16]([CH2:34][CH:35]5[CH2:36][CH2:37]5)[c:17](=[O:33])[n:18]([CH3:32])[c:19](=[O:31])[c:20]4[c:21]3-[c:22]3[cH:23][c:24]([C:28](=[O:30])[NH:41][CH:38]4[CH2:39][CH2:40]4)[cH:25][n:26]3[CH3:27])[cH:6][cH:7][n:8][c:9]2[cH:10][cH:11]1. Reactants: C1CCNC1, CCOC(=O)c1c(C(F)(F)F)nc(C(F)(F)F)c(C(=O)OC)c1Cl, CN(C)C=O. Yields the product CCOC(=O)c1c(C(F)(F)F)nc(C(F)(F)F)c(C(=O)OC)c1N1CCCC1. Reaction SMILES: [CH2:25]1[CH2:26][CH2:27][NH:28][CH2:29]1.[F:1][C:2]([c:3]1[n:4][c:5]([C:19]([F:20])([F:21])[F:22])[c:6]([C:15](=[O:16])[O:17][CH3:18])[c:7]([Cl:14])[c:8]1[C:9](=[O:10])[O:11][CH2:12][CH3:13])([F:23])[F:24].[O:30]=[CH:31][N:32]([CH3:33])[CH3:34]>>[F:1][C:2]([c:3]1[n:4][c:5]([C:19]([F:20])([F:21])[F:22])[c:6]([C:15](=[O:16])[O:17][CH3:18])[c:7]([N:28]2[CH2:27][CH2:26][CH2:25][CH2:29]2)[c:8]1[C:9](=[O:10])[O:11][CH2:12][CH3:13])([F:23])[F:24]. Reactants: C(C(C)(C)C)(=O)Cl (pivaloyl chloride), O1CCCC1 (tetrahydrofuran), C1(CCCC1)[Mg]C.[Br-] (cyclopentyl methylmagnesium bromide). Reagents/catalysts: [Cu]I (copper (I) iodide). Conditions: time 16 hour. The product is CC(C)(C(CC1CCCC1)=O)C (2,2-dimethyl-4-cylcopentyl butan-3-one). RXN SMILES: [C:1](Cl)(=[O:6])[C:2]([CH3:5])([CH3:4])[CH3:3].[CH:8]1([Mg]C)[CH2:12][CH2:11][CH2:10][CH2:9]1.[Br-].O1CCC[CH2:17]1>[Cu]I>[CH3:3][C:2]([CH3:5])([C:1](=[O:6])[CH2:17][CH:8]1[CH2:12][CH2:11][CH2:10][CH2:9]1)[CH3:4] |f:1.2|. Procedure details: To a stirred mixture of pivaloyl chloride (11.09 g) and copper (I) iodide (10.0 g) in dry tetrahydrofuran (120 mls) at -75° C. under nitrogen was added dropwise cyclopentyl methylmagnesium bromide [prepared from magnesium turnings (3.313 g) and cyclopentylmethylbromide (15.0 g) in dry tetrahydrofuran (95 mls)]. The cooling bath was removed and the reaction mixture stirred for 16 hours then hydrolysed with cold aqueous ammonium chloride (10%). After filtration and extraction of the filtrates with... As a reaction SMILES: [Br:1][C:2]1[C:3]([N:12]2[CH2:17][CH2:16][N:15]([CH2:18][C:19]3[CH:20]=[N:21][CH:22]=[CH:23][CH:24]=3)[CH2:14][CH2:13]2)=[C:4]([N+:9]([O-])=O)[C:5]([NH2:8])=[N:6][CH:7]=1.[N:25]1([CH2:31][C:32]2[CH:39]=[CH:38][C:35]([CH:36]=O)=[CH:34][CH:33]=2)[CH2:30][CH2:29][O:28][CH2:27][CH2:26]1.[O-]S(S([O-])=O)=O.[Na+].[Na+]>CCO>[Br:1][C:2]1[C:3]([N:12]2[CH2:17][CH2:16][N:15]([CH2:18][C:19]3[CH:20]=[N:21][CH:22]=[CH:23][CH:24]=3)[CH2:14][CH2:13]2)=[C:4]2[N:9]=[C:36]([C:35]3[CH:34]=[CH:33][C:32]([CH2:31][N:25]4[CH2:30][CH2:29][O:28][CH2:27][CH2:26]4)=[CH:39][CH:38]=3)[NH:8][C:5]2=[N:6][CH:7]=1 |f:2.3.4|. The solvent is CCO (EtOH). Reported procedure: To a mixture of 5-bromo-3-nitro-4-(4-pyridin-3-ylmethyl-piperazin-1-yl)-pyridin-2-ylamine (0.047 g, 0.12 mmol) and EtOH (3.5 ml) was added 4-morpholin-4-ylmethyl-benzaldehyde (0.032 g, 0.16 mmol) followed by a freshly prepared aqueous solution of Na2S2O4 (1M; 0.48 ml, 0.48 mmol). The reaction mixture was stirred at 80° C. for 20 h, then allowed to cool to room temperature and concentrated in vacuo. The residue was absorbed on silica gel, the free-running powder was placed on a 10 g isolute silic... Starting materials: N1(CCOCC1)CC1=CC=C(C=O)C=C1 (4-morpholin-4-ylmethyl-benzaldehyde), BrC=1C(=C(C(=NC1)N)[N+](=O)[O-])N1CCN(CC1)CC=1C=NC=CC1 (5-bromo-3-nitro-4-(4-pyridin-3-ylmethyl-piperazin-1-yl)-pyridin-2-ylamine), [O-]S(=O)S(=O)[O-].[Na+].[Na+] (Na2S2O4). Reaction conditions: temperature 80 celsius, time 20 hour. Product: BrC=1C(=C2C(=NC1)NC(=N2)C2=CC=C(C=C2)CN2CCOCC2)N2CCN(CC2)CC=2C=NC=CC2 (6-Bromo-2-(4-morpholin-4-ylmethyl-phenyl)-7-(4-pyridin-3-ylmethyl-piperazin-1-yl)-3H-imidazo[4,5-b]pyridine). Reactants: Cl.C12(CC3CC(CC(C1)C3)C2)CCN (1-adamantaneethylamine hydrochloride), ClC1=C(C(=O)Cl)C=CC=C1 (2-chlorobenzoyl chloride). Yields the product ClC1=C(C(=O)NCCC23CC4CC(CC(C2)C4)C3)C=CC=C1 (2-Chloro-N-(2-[tricyclo[3.3.1.13,7]dec-1-yl]ethyl)-benzamide). Reaction SMILES: Cl.[C:2]12([CH2:12][CH2:13][NH2:14])[CH2:11][CH:6]3[CH2:7][CH:8]([CH2:10][CH:4]([CH2:5]3)[CH2:3]1)[CH2:9]2.[Cl:15][C:16]1[CH:24]=[CH:23][CH:22]=[CH:21][C:17]=1[C:18](Cl)=[O:19]>>[Cl:15][C:16]1[CH:24]=[CH:23][CH:22]=[CH:21][C:17]=1[C:18]([NH:14][CH2:13][CH2:12][C:2]12[CH2:9][CH:8]3[CH2:7][CH:6]([CH2:5][CH:4]([CH2:10]3)[CH2:3]1)[CH2:11]2)=[O:19] |f:0.1|. Procedure: Prepared according, to the method of Example 1 from 1-adamantaneethylamine hydrochloride (0.055 g) and 2-chlorobenzoyl chloride (0.033 ml) to give the title compound as a white solid (0.074 g). Reactants: CC(C)(C)OC(=O)NC(=N)c1ccc(CN)cc1, O=C(O)C1CCc2ncc(N(Cc3cccc(C(F)(F)F)c3)C(=O)OCc3ccccc3)c(=O)n21, CCN=C=NCCCN(C)C, CCOC(C)=O, ClCCl, [Na+], O=C([O-])O, CN(C)C=O. Yields the product CC(C)(C)OC(=O)NC(=N)c1ccc(CNC(=O)C2CCc3ncc(N(Cc4cccc(C(F)(F)F)c4)C(=O)OCc4ccccc4)c(=O)n32)cc1. RXN SMILES: [C:36]([CH3:37])([CH3:38])([CH3:39])[O:40][C:41]([NH:42][C:43](=[NH:44])[c:45]1[cH:46][cH:47][c:48]([CH2:51][NH2:52])[cH:49][cH:50]1)=[O:53].[CH2:1]([c:2]1[cH:3][cH:4][cH:5][cH:6][cH:7]1)[O:8][C:9](=[O:10])[N:11]([c:12]1[cH:13][n:14][c:15]2[n:16]([c:17]1=[O:18])[CH:19]([C:22](=[O:23])[OH:24])[CH2:20][CH2:21]2)[CH2:25][c:26]1[cH:27][c:28]([C:32]([F:33])([F:34])[F:35])[cH:29][cH:30][cH:31]1.[CH3:59][CH2:60][N:61]=[C:62]=[N:63][CH2:64][CH2:65][CH2:66][N:67]([CH3:68])[CH3:69].[CH3:70][CH2:71][O:72][C:73]([CH3:74])=[O:75].[Cl:76][CH2:77][Cl:78].[Na+:58].[O-:54][C:55]([OH:56])=[O:57].[O:79]=[CH:80][N:81]([CH3:82])[CH3:83]>>[CH2:1]([c:2]1[cH:3][cH:4][cH:5][cH:6][cH:7]1)[O:8][C:9](=[O:10])[N:11]([c:12]1[cH:13][n:14][c:15]2[n:16]([c:17]1=[O:18])[CH:19]([C:22](=[O:23])[NH:52][CH2:51][c:48]1[cH:47][cH:46][c:45]([C:43]([NH:42][C:41]([O:40][C:36]([CH3:37])([CH3:38])[CH3:39])=[O:53])=[NH:44])[cH:50][cH:49]1)[CH2:20][CH2:21]2)[CH2:25][c:26]1[cH:27][c:28]([C:32]([F:33])([F:34])[F:35])[cH:29][cH:30][cH:31]1.